Dataset: the Open Reaction Database (ORD), a public repository of structured organic reaction records. Task: describe an organic reaction: reactants, conditions, products, and yield The reactants are Cc1cnc(N2CCN(C(=O)c3ccc(I)cc3)CC2)c(C)c1, CC(C)C1COC(=O)N1. The product is Cc1cnc(N2CCN(C(=O)c3ccc(N4C(=O)OCC4C(C)C)cc3)CC2)c(C)c1. Reaction SMILES: [CH3:1][c:2]1[c:3]([N:9]2[CH2:10][CH2:11][N:12]([C:15](=[O:16])[c:17]3[cH:18][cH:19][c:20]([I:23])[cH:21][cH:22]3)[CH2:13][CH2:14]2)[n:4][cH:5][c:6]([CH3:8])[cH:7]1.[CH:24]([CH3:25])([CH3:26])[CH:27]1[NH:28][C:29](=[O:32])[O:30][CH2:31]1>>[CH3:1][c:2]1[c:3]([N:9]2[CH2:10][CH2:11][N:12]([C:15](=[O:16])[c:17]3[cH:18][cH:19][c:20]([N:28]4[CH:27]([CH:24]([CH3:25])[CH3:26])[CH2:31][O:30][C:29]4=[O:32])[cH:21][cH:22]3)[CH2:13][CH2:14]2)[n:4][cH:5][c:6]([CH3:8])[cH:7]1. Reactants: BrC=1C=C(C(N(C1)C)=O)NC1=CC(=NN1)C1CC1 (5-Bromo-3-(3-cyclopropyl-1H-pyrazol-5-ylamino)-1-methylpyridin-2(1H)-one), C(C)(=O)OCC=1C(=NC=CC1B1OC(C(O1)(C)C)(C)C)N1C(C=2N(C=3CCCCC3C2)CC1)=O ((2-(1-Oxo-3,4,6,7,8,9-hexahydropyrazino[1,2-a]indol-2(1H)-yl)-4-(4,4,5,5-tetramethyl-1,3,2-dioxaborolan-2-yl)pyridin-3-yl)methyl acetate), [O-]P(=O)([O-])[O-].[K+].[K+].[K+] (K3PO4), CC(=O)[O-].[Na+] (NaOAc). The reagents and catalysts are C1=CC=C(C=C1)P([C-]2C=CC=C2)C3=CC=CC=C3.C1=CC=C(C=C1)P([C-]2C=CC=C2)C3=CC=CC=C3.Cl[Pd]Cl.[Fe+2] (Pd(dppf)Cl2). Run in O (water), CC#N (CH3CN). Run at temperature 110 celsius. The product is C(C)(=O)OCC=1C(=NC=CC1C1=CN(C(C(=C1)NC1=NNC(=C1)C1CC1)=O)C)N1C(C=2N(C=3CCCCC3C2)CC1)=O ((4-(5-(5-Cyclopropyl-1H-pyrazol-3-ylamino)-1-methyl-6-oxo-1,6-dihydropyridin-3-yl)-2-(1-oxo-3,4,6,7,8,9-hexahydropyrazino[1,2-a]indol-2(1H)-yl)pyridine-3-yl)methyl acetate). Isolated yield 70.5%. As a reaction SMILES: Br[C:2]1[CH:3]=[C:4]([NH:10][C:11]2[NH:15][N:14]=[C:13]([CH:16]3[CH2:18][CH2:17]3)[CH:12]=2)[C:5](=[O:9])[N:6]([CH3:8])[CH:7]=1.[C:19]([O:22][CH2:23][C:24]1[C:25]([N:39]2[CH2:51][CH2:50][N:42]3[C:43]4[CH2:44][CH2:45][CH2:46][CH2:47][C:48]=4[CH:49]=[C:41]3[C:40]2=[O:52])=[N:26][CH:27]=[CH:28][C:29]=1B1OC(C)(C)C(C)(C)O1)(=[O:21])[CH3:20].[O-]P([O-])([O-])=O.[K+].[K+].[K+].CC([O-])=O.[Na+]>C1C=CC(P(C2C=CC=CC=2)[C-]2C=CC=C2)=CC=1.C1C=CC(P(C2C=CC=CC=2)[C-]2C=CC=C2)=CC=1.Cl[Pd]Cl.[Fe+2].O.CC#N>[C:19]([O:22][CH2:23][C:24]1[C:25]([N:39]2[CH2:51][CH2:50][N:42]3[C:43]4[CH2:44][CH2:45][CH2:46][CH2:47][C:48]=4[CH:49]=[C:41]3[C:40]2=[O:52])=[N:26][CH:27]=[CH:28][C:29]=1[C:2]1[CH:3]=[C:4]([NH:10][C:11]2[CH:12]=[C:13]([CH:16]3[CH2:18][CH2:17]3)[NH:14][N:15]=2)[C:5](=[O:9])[N:6]([CH3:8])[CH:7]=1)(=[O:21])[CH3:20] |f:2.3.4.5,6.7,8.9.10.11|. Procedure details: A sealed tube equipped with a magnetic stirrer was charged with 118b (310 mg, 1 mmol), 3-(acetoxymethyl)-2-(1-oxo-3,4,6,7,8,9-hexahydropyrazino[1,2-a]indol-2(1H)-yl)pyridine-4-ylboronic acid 113i (385 mg, 1 mmol), Pd(dppf)Cl2 (80 mg, 0.1 mmol), K3PO4 (424 mg, 2 mmol), NaOAc (165 mg, 2 mmol), CH3CN (15 mL), and water (1 mL). After three cycles of vacuum/argon flush, the mixture was heated at 110° C. for 3 h. It was evaporated in vacuo. The residue was purified by silica gel column chromatography ...